From a dataset of the Open Reaction Database (ORD), a public repository of structured organic reaction records. describe an organic reaction: reactants, conditions, products, and yield Starting materials: C(#N)CN1N=NN=C1S (1-cyanomethyl-1H-tetrazol-5-thiol), [N-]=[N+]=[N-].CN(C(N(C)C)=[NH2+])C (tetramethylguanidinium azide), bis-tetrazolmethyl thiol. Run in O1CCOCC1 (dioxane). Product: N1N=NN=C1CN1N=NN=C1S (1-(1H-Tetrazol-5-ylmethyl)-1H-tetrazol-5-thiol). Isolated yield 55.0%. As a reaction SMILES: [C:1]([CH2:3][N:4]1[C:8]([SH:9])=[N:7][N:6]=[N:5]1)#[N:2].[N-:10]=[N+:11]=[N-:12].CN(C)C(=[NH2+])N(C)C>O1CCOCC1>[NH:10]1[C:1]([CH2:3][N:4]2[C:8]([SH:9])=[N:7][N:6]=[N:5]2)=[N:2][N:12]=[N:11]1 |f:1.2|. Reported procedure: A solution of 6.0 g. (42.5 mmole) of 1-cyanomethyl-1H-tetrazol-5-thiol and 10.0 g. (6.3 mmole) of tetramethylguanidinium azide in 90 ml. of dioxane was heated at the reflux temperature for 3 hours. After cooling, the reaction mixture was evaporated to dryness in vacuo and the residue dissolved in ethyl acetate:water, 1:1. The ethyl acetate layer was separated, and the pH of the aqueous layer was adjusted to pH 1.8 with 20% hydrochloric acid. The acidified aqueous layer was then extracted 3 times... Starting materials: C(CCCCCCCCCC)C1=NOC(=N1)C1=CC=C(C=O)C=C1 (4-(3-undecyl-1,2,4-oxadiazol-5-yl)benzaldehyde), O1COC2=C1C=CC(=C2)N (1,3-benzodioxol-5-ylamine). The product is O1COC2=C1C=CC(=C2)NCC2=CC=C(C=C2)C2=NC(=NO2)CCCCCCCCCCC (N-1,3-benzodioxol-5-yl-N-[4-(3-undecyl-1,2,4-oxadiazol-5-yl)benzyl]amine). RXN SMILES: [CH2:1]([C:12]1[N:16]=[C:15]([C:17]2[CH:24]=[CH:23][C:20]([CH:21]=O)=[CH:19][CH:18]=2)[O:14][N:13]=1)[CH2:2][CH2:3][CH2:4][CH2:5][CH2:6][CH2:7][CH2:8][CH2:9][CH2:10][CH3:11].[O:25]1[C:29]2[CH:30]=[CH:31][C:32]([NH2:34])=[CH:33][C:28]=2[O:27][CH2:26]1>>[O:25]1[C:29]2[CH:30]=[CH:31][C:32]([NH:34][CH2:21][C:20]3[CH:23]=[CH:24][C:17]([C:15]4[O:14][N:13]=[C:12]([CH2:1][CH2:2][CH2:3][CH2:4][CH2:5][CH2:6][CH2:7][CH2:8][CH2:9][CH2:10][CH3:11])[N:16]=4)=[CH:18][CH:19]=3)=[CH:33][C:28]=2[O:27][CH2:26]1. Procedure: The same procedure as employed in the preparation of Example 357 (step a) but using 4-(3-undecyl-1,2,4-oxadiazol-5-yl)benzaldehyde and 1,3-benzodioxol-5-ylamine gave the title compound as an oil. HPLC (Condition A), Rt: 5.15 min (HPLC purity: 97.2%). Reactants: [H-], CCCCI, [Na+], CN(C)C=O, CC1(C)CC(=O)c2cc(O)ccc21. Product: CCCCOc1ccc2c(c1)C(=O)CC2(C)C. Reaction SMILES: [H-:14].[I:16][CH2:17][CH2:18][CH2:19][CH3:20].[Na+:15].[O:21]=[CH:22][N:23]([CH3:24])[CH3:25].[OH:1][c:2]1[cH:3][cH:4][c:5]2[c:9]([cH:10]1)[C:8](=[O:11])[CH2:7][C:6]2([CH3:12])[CH3:13]>>[O:1]([c:2]1[cH:3][cH:4][c:5]2[c:9]([cH:10]1)[C:8](=[O:11])[CH2:7][C:6]2([CH3:12])[CH3:13])[CH2:17][CH2:18][CH2:19][CH3:20]. Starting materials: O1C(=CC=C1)C(=O)O (Furan-2-carboxylic acid), CC(=O)C (acetone), C(C(=O)O)(=O)O (oxalic acid), C(C)(C)NC(C)C (diisopropylamine), [Li] (lithium). Solvent: O1CCCC1 (tetrahydrofuran), O (water), O1CCCC1 (tetrahydrofuran). Run at temperature -78 celsius, time 20 minute. Product: COC(=O)C=1OC(=CC1)C(C)(C)O (5-(1-Hydroxy-1-methyl-ethyl)-furan-2-carboxylic acid methyl ester). As a reaction SMILES: [CH:1](NC(C)C)(C)C.[Li].[O:9]1[CH:13]=[CH:12][CH:11]=[C:10]1[C:14]([OH:16])=[O:15].[CH3:17][C:18]([CH3:20])=[O:19].C(O)(=O)C(O)=O>O1CCCC1.O>[CH3:1][O:15][C:14]([C:10]1[O:9][C:13]([C:18]([OH:19])([CH3:20])[CH3:17])=[CH:12][CH:11]=1)=[O:16] |^1:7|. Reported procedure: To a solution of diisopropylamine (7.6 ml, 54.0 mmole) in tetrahydrofuran (20 ml) at 0° C. was added 2.5 M nButyl lithium (22 ml, 54.0 mmole). The mixture was cooled to −78° C. and a solution of Furan-2-carboxylic acid (3.0 grams, 27.0 mmole) in tetrahydrofuran (20 ml) was added dropwise and stirred for 20 minutes and acetone (2.4 ml, 32.0 mmole) was added. The mixture was stirred at −78° C. for 10 minutes and allowed to warm to room temperature over 1 hour. The mixture was poured into 200 ml wa...